From a dataset of the Open Reaction Database (ORD), a public repository of structured organic reaction records. describe an organic reaction: reactants, conditions, products, and yield Starting materials: Cc1nc(-n2c(C)ccc2C)nc(NC2CCC(O)CC2)c1Br, CI, [H-], [Na+], C1CCOC1. Product: COC1CCC(Nc2nc(-n3c(C)ccc3C)nc(C)c2Br)CC1. RXN SMILES: [Br:1][c:2]1[c:3]([NH:16][CH:17]2[CH2:18][CH2:19][CH:20]([OH:23])[CH2:21][CH2:22]2)[n:4][c:5](-[n:9]2[c:10]([CH3:15])[cH:11][cH:12][c:13]2[CH3:14])[n:6][c:7]1[CH3:8].[CH3:26][I:27].[H-:24].[Na+:25].[O:28]1[CH2:29][CH2:30][CH2:31][CH2:32]1>>[Br:1][c:2]1[c:3]([NH:16][CH:17]2[CH2:18][CH2:19][CH:20]([O:23][CH3:26])[CH2:21][CH2:22]2)[n:4][c:5](-[n:9]2[c:10]([CH3:15])[cH:11][cH:12][c:13]2[CH3:14])[n:6][c:7]1[CH3:8]. The reactants are [H-].[Na+] (sodium hydride), FC1=C(C=CC(=C1)F)N1C=C(C(C2=CC(=C(N=C12)Cl)F)=O)C(=O)OCC (ethyl 1-(2,4-difluorophenyl)-6-fluoro-7-chloro-1,4-dihydro-4-oxo-1,8-naphthyridine-3-carboxylate), C(C)(C)(C)OC(=O)N1CC(CC1)O (1-t-butoxycarbonyl-3hydroxypyrrolidine), C1CCC2=NCCCN2CC1 (DBU), resultant mixture. Run in CN(C)C=O (DMF). The product is C(C)(C)(C)OC(=O)N1CC(CC1)OC1=C(C=C2C(C(=CN(C2=N1)C1=C(C=C(C=C1)F)F)C(=O)OCC)=O)F (ethyl 7-(1-t-butoxycarbonyl-3-pyrrolidinyloxy)-1-(2,4-difluorophenyl)-6-fluoro-1,4-dihydro-4-oxo-1,8-naphthyridine-3-carboxylate). Isolated yield 53.0%. Reaction SMILES: [F:1][C:2]1[CH:7]=[C:6]([F:8])[CH:5]=[CH:4][C:3]=1[N:9]1[C:18]2[C:13](=[CH:14][C:15]([F:20])=[C:16](Cl)[N:17]=2)[C:12](=[O:21])[C:11]([C:22]([O:24][CH2:25][CH3:26])=[O:23])=[CH:10]1.[C:27]([O:31][C:32]([N:34]1[CH2:38][CH2:37][CH:36]([OH:39])[CH2:35]1)=[O:33])([CH3:30])([CH3:29])[CH3:28].C1CCN2C(=NCCC2)CC1.[H-].[Na+]>CN(C=O)C>[C:27]([O:31][C:32]([N:34]1[CH2:38][CH2:37][CH:36]([O:39][C:16]2[N:17]=[C:18]3[C:13]([C:12](=[O:21])[C:11]([C:22]([O:24][CH2:25][CH3:26])=[O:23])=[CH:10][N:9]3[C:3]3[CH:4]=[CH:5][C:6]([F:8])=[CH:7][C:2]=3[F:1])=[CH:14][C:15]=2[F:20])[CH2:35]1)=[O:33])([CH3:30])([CH3:28])[CH3:29] |f:3.4|. Reported procedure: To a mixture of 325 mg of ethyl 1-(2,4-difluorophenyl)-6-fluoro-7-chloro-1,4-dihydro-4-oxo-1,8-naphthyridine-3-carboxylate, 325 mg of 1-t-butoxycarbonyl-3hydroxypyrrolidine, 194 mg of DBU and 3 ml of DMF was added 46 mg of 55% sodium hydride while the former was stirred at room temperature. After the resultant mixture was stirred for 1.5 hours at room temperature, the reaction mixture was treated in a similar manner to Example 1-(1), whereby 240 mg of ethyl 7-(1-t-butoxycarbonyl-3-pyrrolidinylox... Reactants: CC([C@@H](C(=O)O)NC(=O)[C@@H](CC(=O)OC(C)(C)C)CCCC1=CC=C(C(=C1)C)C1=CC(=CC=C1)OC)(C)C (tert-butyl (3R)-3-({[(1S)-2,2-dimethyl-1-(carboxy)propyl]amino}carbonyl)-6-(3′-methoxy-2-methylbiphen-4-yl)hexanoate), COC[C@H](C1=CC=CC=C1)N ((1S)-2-methoxy-1-phenylethylamine). Product: CC([C@@H](C(=O)N[C@H](COC)C1=CC=CC=C1)NC(=O)[C@@H](CC(=O)OC(C)(C)C)CCCC1=CC=C(C(=C1)C)C1=CC(=CC=C1)OC)(C)C (tert-butyl (3R)-3-({[(1S)-2,2-dimethyl-1-({[(1s)-2-methoxy-1-phenylethyl]amino}carbonyl)propyl]amino}carbonyl)-6-(3′-methoxy-2-methylbiphen-4-yl)hexanoate). The yield is 80.9%. As a reaction SMILES: [CH3:1][C:2]([CH3:38])([CH3:37])[C@H:3]([NH:7][C:8]([C@H:10]([CH2:19][CH2:20][CH2:21][C:22]1[CH:27]=[C:26]([CH3:28])[C:25]([C:29]2[CH:34]=[CH:33][CH:32]=[C:31]([O:35][CH3:36])[CH:30]=2)=[CH:24][CH:23]=1)[CH2:11][C:12]([O:14][C:15]([CH3:18])([CH3:17])[CH3:16])=[O:13])=[O:9])[C:4]([OH:6])=O.[CH3:39][O:40][CH2:41][C@@H:42]([NH2:49])[C:43]1[CH:48]=[CH:47][CH:46]=[CH:45][CH:44]=1>>[CH3:1][C:2]([CH3:38])([CH3:37])[C@H:3]([NH:7][C:8]([C@H:10]([CH2:19][CH2:20][CH2:21][C:22]1[CH:27]=[C:26]([CH3:28])[C:25]([C:29]2[CH:34]=[CH:33][CH:32]=[C:31]([O:35][CH3:36])[CH:30]=2)=[CH:24][CH:23]=1)[CH2:11][C:12]([O:14][C:15]([CH3:16])([CH3:18])[CH3:17])=[O:13])=[O:9])[C:4]([NH:49][C@@H:42]([C:43]1[CH:48]=[CH:47][CH:46]=[CH:45][CH:44]=1)[CH2:41][O:40][CH3:39])=[O:6]. Reported procedure: According to the procedure of Preparation 19 d), tert-butyl (3R)-3-({[(1S)-2,2-dimethyl-1-(carboxy)propyl]amino}carbonyl)-6-(3′-methoxy-2-methylbiphen-4-yl)hexanoate (660 mg, 1.26 mmol) was reacted with (1S)-2-methoxy-1-phenylethylamine (190 mg, 1.260 mmol). Work-up as above, followed by flash chromatography (eluting with hexane:ethyl acetate=3:1) to give tert-butyl (3R)-3-({[(1S)-2,2-dimethyl-1-({[(1s)-2-methoxy-1-phenylethyl]amino}carbonyl)propyl]amino}carbonyl)-6-(3′-methoxy-2-methylbiphen-4-... As a reaction SMILES: N1(C2C=C(/C=C\C3C=C(C=CC=3)CO)C=CC=2)C=CC=C1.N1C=CC=C(C2C=C(/C=C\C3C=C(C=CC=3)CO)C=CC=2)C=1.[S:44]1[CH:48]=[CH:47][C:46]([C:49]2[CH:50]=[C:51](/[CH:55]=[CH:56]\[C:57]3[CH:58]=[C:59]([CH:62]=[CH:63][CH:64]=3)[CH2:60][OH:61])[CH:52]=[CH:53][CH:54]=2)=[CH:45]1.N1(C2C=C(CCC3C=C(C=CC=3)CO)C=CC=2)C=CC=C1.N1C=CC=C(C2C=C(CCC3C=C(C=CC=3)CO)C=CC=2)C=1>>[S:44]1[CH:48]=[CH:47][C:46]([C:49]2[CH:50]=[C:51]([CH2:55][CH2:56][C:57]3[CH:58]=[C:59]([CH:62]=[CH:63][CH:64]=3)[CH2:60][OH:61])[CH:52]=[CH:53][CH:54]=2)=[CH:45]1. Starting materials: N1(C=CC=C1)C=1C=C(C=CC1)\C=C/C=1C=C(CO)C=CC1 ((Z)-3-[2-[3-(1-pyrrolyl)phenyl]ethenyl]benzyl alcohol), N1(C=CC=C1)C=1C=C(C=CC1)CCC=1C=C(CO)C=CC1 (3-[2-[3-(1-pyrrolyl)phenyl]ethyl]benzyl alcohol), N1=CC(=CC=C1)C=1C=C(C=CC1)CCC=1C=C(CO)C=CC1 (3-[2-[3-(3-pyridyl)phenyl]ethyl]benzyl alcohol), N1=CC(=CC=C1)C=1C=C(C=CC1)\C=C/C=1C=C(CO)C=CC1 ((Z)-3-[2-[3-(3-pyridyl)phenyl]ethenyl]benzyl alcohol), S1C=C(C=C1)C=1C=C(C=CC1)\C=C/C=1C=C(CO)C=CC1 ((Z)-3-[2-[3-(3-thienyl)phenyl]ethenyl]benzyl alcohol). Procedure details: When the same reduction as in Referential Example 47 is carried out using (Z)-3-[2-[3-(1-pyrrolyl)phenyl]ethenyl]benzyl alcohol or (Z)-3-[2-[3-(3-pyridyl)phenyl]ethenyl]benzyl alcohol instead of the starting (Z)-3-[2-[3-(3-thienyl)phenyl]ethenyl]benzyl alcohol, 3-[2-[3-(1-pyrrolyl)phenyl]ethyl]benzyl alcohol and 3-[2-[3-(3-pyridyl)phenyl]ethyl]benzyl alcohol are obtained. Product: S1C=C(C=C1)C=1C=C(C=CC1)CCC=1C=C(CO)C=CC1 (3-[2-[3-(3-thienyl)phenyl]ethyl]benzyl alcohol). Starting materials: CSc1ncc2c(n1)NC(=O)N(c1ccccc1C)C2, CN1CCCC1=O, O=C1CCC(=O)N1Cl, NC1CCC(O)CC1, O. Product: Cc1ccccc1N1Cc2cnc(NC3CCC(O)CC3)nc2NC1=O. RXN SMILES: [CH3:1][S:2][c:3]1[n:4][cH:5][c:6]2[c:7]([n:8]1)[NH:9][C:10](=[O:20])[N:11]([c:13]1[c:14]([CH3:19])[cH:15][cH:16][cH:17][cH:18]1)[CH2:12]2.[CH3:37][N:38]1[CH2:39][CH2:40][CH2:41][C:42]1=[O:43].[Cl:21][N:22]1[C:23](=[O:24])[CH2:25][CH2:26][C:27]1=[O:28].[NH2:29][CH:30]1[CH2:31][CH2:32][CH:33]([OH:36])[CH2:34][CH2:35]1.[OH2:44]>>[c:3]1([NH:29][CH:30]2[CH2:31][CH2:32][CH:33]([OH:36])[CH2:34][CH2:35]2)[n:4][cH:5][c:6]2[c:7]([n:8]1)[NH:9][C:10](=[O:20])[N:11]([c:13]1[c:14]([CH3:19])[cH:15][cH:16][cH:17][cH:18]1)[CH2:12]2. The reactants are O=C([O-])[O-], CCCCOc1nc(N)c2nc(OC)[nH]c2n1, CS(=O)(=O)OCCC1CCCCO1, O=C(O)C(F)(F)F, [K+], [K+], CN(C)C=O. Product: CCCCOc1nc(N)c2nc(OC)n(CCC3CCCCO3)c2n1. As a reaction SMILES: [C:25](=[O:26])([O-:27])[O-:28].[CH2:8]([CH2:9][CH2:10][CH3:11])[O:12][c:13]1[n:14][c:15]([NH2:24])[c:16]2[n:17][c:18]([O:22][CH3:23])[nH:19][c:20]2[n:21]1.[CH3:31][S:32]([O:33][CH2:36][CH2:37][CH:38]1[O:39][CH2:40][CH2:41][CH2:42][CH2:43]1)(=[O:34])=[O:35].[F:1][C:2]([F:3])([F:4])[C:5]([OH:6])=[O:7].[K+:29].[K+:30].[O:44]=[CH:45][N:46]([CH3:47])[CH3:48]>>[CH2:8]([CH2:9][CH2:10][CH3:11])[O:12][c:13]1[n:14][c:15]([NH2:24])[c:16]2[n:17][c:18]([O:22][CH3:23])[n:19]([CH2:36][CH2:37][CH:38]3[O:39][CH2:40][CH2:41][CH2:42][CH2:43]3)[c:20]2[n:21]1.